Dataset: the Open Reaction Database (ORD), a public repository of structured organic reaction records. Task: describe an organic reaction: reactants, conditions, products, and yield Product: CC(C)c1cc2c(c(C3=CCCCC3)c1C(=O)c1ccc(C(F)(F)F)cc1)C(=O)CC(C)(C)O2. RXN SMILES: [C:1]1([c:7]2[c:8]3[c:13]([cH:14][c:15]([CH:29]([CH3:30])[CH3:31])[c:16]2[CH:17]([c:18]2[cH:19][cH:20][c:21]([C:24]([F:25])([F:26])[F:27])[cH:22][cH:23]2)[OH:28])[O:12][C:11]([CH3:32])([CH3:33])[CH2:10][C:9]3=[O:34])=[CH:2][CH2:3][CH2:4][CH2:5][CH2:6]1.[Cl:35][CH2:36][Cl:37]>>[C:1]1([c:7]2[c:8]3[c:13]([cH:14][c:15]([CH:29]([CH3:30])[CH3:31])[c:16]2[C:17]([c:18]2[cH:19][cH:20][c:21]([C:24]([F:25])([F:26])[F:27])[cH:22][cH:23]2)=[O:28])[O:12][C:11]([CH3:32])([CH3:33])[CH2:10][C:9]3=[O:34])=[CH:2][CH2:3][CH2:4][CH2:5][CH2:6]1. The reactants are CC(C)c1cc2c(c(C3=CCCCC3)c1C(O)c1ccc(C(F)(F)F)cc1)C(=O)CC(C)(C)O2, ClCCl. The reactants are FC(C=1C=CC2=C(C(=NCC(=N2)NN)C2=CC=CC=C2)C1)(F)F (7-(trifluoromethyl)-2-hydrazino-5-phenyl-3H-1,4-benzodiazepine), ClCC(CCCl)=O (1,4-dichloro-2-butanone). The solvent is O1CCCC1 (tetrahydrofuran). Product: FC(C=1C=CC2=C(C(=NCC(=N2)NN=C(CCl)CCCl)C2=CC=CC=C2)C1)(F)F (7-(trifluoromethyl)-2-[[2-chloro-1-(2-chloroethyl)ethylidene]hydrazino]-5-phenyl-3H-1,4-benzodiazepine). Reaction SMILES: [F:1][C:2]([F:23])([F:22])[C:3]1[CH:4]=[CH:5][C:6]2[N:12]=[C:11]([NH:13][NH2:14])[CH2:10][N:9]=[C:8]([C:15]3[CH:20]=[CH:19][CH:18]=[CH:17][CH:16]=3)[C:7]=2[CH:21]=1.[Cl:24][CH2:25][C:26](=O)[CH2:27][CH2:28][Cl:29]>O1CCCC1>[F:23][C:2]([F:1])([F:22])[C:3]1[CH:4]=[CH:5][C:6]2[N:12]=[C:11]([NH:13][N:14]=[C:26]([CH2:27][CH2:28][Cl:29])[CH2:25][Cl:24])[CH2:10][N:9]=[C:8]([C:15]3[CH:20]=[CH:19][CH:18]=[CH:17][CH:16]=3)[C:7]=2[CH:21]=1. Procedure: In the manner given in Example 1, 7-(trifluoromethyl)-2-hydrazino-5-phenyl-3H-1,4-benzodiazepine in tetrahydrofuran can be treated with 1,4-dichloro-2-butanone under nitrogen to give 7-(trifluoromethyl)-2-[[2-chloro-1-(2-chloroethyl)ethylidene]hydrazino]-5-phenyl-3H-1,4-benzodiazepine.